describe an organic reaction: reactants, conditions, products, and yield From a dataset of the Open Reaction Database (ORD), a public repository of structured organic reaction records. Reactants: COC(=O)C1CC(Oc2nc3cc(OC)ccc3cc2Br)CN1C(=O)OC(C)(C)C, CCOC(C)=O, CCO, O. Product: C=Cc1cc2ccc(OC)cc2nc1OC1CC(C(=O)OC)N(C(=O)OC(C)(C)C)C1. RXN SMILES: [Br:1][c:2]1[c:3]([O:14][CH:15]2[CH2:16][CH:17]([C:27](=[O:28])[O:29][CH3:30])[N:18]([C:20](=[O:21])[O:22][C:23]([CH3:24])([CH3:25])[CH3:26])[CH2:19]2)[n:4][c:5]2[cH:6][c:7]([O:12][CH3:13])[cH:8][cH:9][c:10]2[cH:11]1.[CH3:31][CH2:32][O:33][C:34]([CH3:35])=[O:36].[CH3:38][CH2:39][OH:40].[OH2:37]>>[c:2]1([CH:31]=[CH2:32])[c:3]([O:14][CH:15]2[CH2:16][CH:17]([C:27](=[O:28])[O:29][CH3:30])[N:18]([C:20](=[O:21])[O:22][C:23]([CH3:24])([CH3:25])[CH3:26])[CH2:19]2)[n:4][c:5]2[cH:6][c:7]([O:12][CH3:13])[cH:8][cH:9][c:10]2[cH:11]1. Reactants: ClC1=CC2=C(N(C(=N2)CN2N=C(C=3C2=CN=CC3)S(=O)(=O)C)[C@H]3CNCC3)C=C1 (1-({5-chloro-1-[(3R)-(pyrrolidin-3-yl)]-1H-benzo[d]imidazol-2-yl}methyl)-3-(methylsulfonyl)-1H-pyrazolo[3,4-c]pyridine), CC(C(=O)O)C (2-methylpropanoic acid), C(C)(=O)OC(C)=O (acetic anhydride). Yields the product ClC1=CC2=C(N(C(=N2)CN2N=C(C=3C2=CN=CC3)S(=O)(=O)C)[C@H]3CN(CC3)C(C(C)C)=O)C=C1 (1-[(3R)-3-(5-chloro-2-{[3-(methylsulfonyl)-1H-pyrazolo[3,4-c]pyridin-1-yl]methyl}-1H-benzimidazol-1-yl)pyrrolidin-1-yl]-2-methylpropan-1-one). As a reaction SMILES: [Cl:1][C:2]1[CH:29]=[CH:28][C:5]2[N:6]([C@@H:23]3[CH2:27][CH2:26][NH:25][CH2:24]3)[C:7]([CH2:9][N:10]3[C:14]4=[CH:15][N:16]=[CH:17][CH:18]=[C:13]4[C:12]([S:19]([CH3:22])(=[O:21])=[O:20])=[N:11]3)=[N:8][C:4]=2[CH:3]=1.[CH3:30][CH:31]([CH3:35])[C:32](O)=[O:33].C(OC(=O)C)(=O)C>>[Cl:1][C:2]1[CH:29]=[CH:28][C:5]2[N:6]([C@@H:23]3[CH2:27][CH2:26][N:25]([C:32](=[O:33])[CH:31]([CH3:35])[CH3:30])[CH2:24]3)[C:7]([CH2:9][N:10]3[C:14]4=[CH:15][N:16]=[CH:17][CH:18]=[C:13]4[C:12]([S:19]([CH3:22])(=[O:20])=[O:21])=[N:11]3)=[N:8][C:4]=2[CH:3]=1. Reported procedure: The title compound was prepared in analogy to Example 2-17 by using 1-({5-chloro-1-[(3R)-(pyrrolidin-3-yl)]-1H-benzo[d]imidazol-2-yl}methyl)-3-(methylsulfonyl)-1H-pyrazolo[3,4-c]pyridine and 2-methylpropanoic acid instead of 1-{[5-chloro-1-(pyrrolidin-3-yl)-1H-benzo[d]imidazol-2-yl]methyl}-3-(methylsulfonyl)-1H-pyrazolo[3,4-c]pyridine and acetic anhydride. Reactants: C=C(OCC)[Sn](CCCC)(CCCC)CCCC, Cc1nc(N)nc(-c2cc(Cl)cnc2F)n1, [Cs+], [F-], CC(=O)[O-], CC(=O)[O-], CN(C)C=O, C1COCCO1, [Pd+2]. Product: C=C(OCC)c1cnc(F)c(-c2nc(C)nc(N)n2)c1. Reaction SMILES: [CH2:24]([Sn:25]([CH2:26][CH2:27][CH2:28][CH3:34])([C:29](=[CH2:30])[O:31][CH2:32][CH3:33])[CH2:35][CH2:36][CH2:37][CH3:38])[CH2:39][CH2:40][CH3:41].[Cl:1][c:2]1[cH:3][c:4](-[c:9]2[n:10][c:11]([NH2:16])[n:12][c:13]([CH3:15])[n:14]2)[c:5]([F:8])[n:6][cH:7]1.[Cs+:23].[F-:22].[O-:43][C:44]([CH3:45])=[O:46].[O-:47][C:48]([CH3:49])=[O:50].[O:17]=[CH:18][N:19]([CH3:20])[CH3:21].[O:51]1[CH2:52][CH2:53][O:54][CH2:55][CH2:56]1.[Pd+2:42]>>[c:2]1([C:29](=[CH2:30])[O:31][CH2:32][CH3:33])[cH:3][c:4](-[c:9]2[n:10][c:11]([NH2:16])[n:12][c:13]([CH3:15])[n:14]2)[c:5]([F:8])[n:6][cH:7]1.